From a dataset of the Open Reaction Database (ORD), a public repository of structured organic reaction records. describe an organic reaction: reactants, conditions, products, and yield Reactants: (7,7-dimethyl-2-oxobicyclo[2.2.1]hept-1-yl)methanesulfonic acid-[(3,6R)-6-methylpiperidin-3-yl]methanol, N=1N(N=CC1)C1=C(C(=O)O)C=CC=C1 (2-(2H-1,2,3-triazol-2-yl)benzoic acid), N1(N=NC2=C1C=CC=C2)O (1H-benzotriazol-1-ol), CN(CCCN=C=NCC)C (N-[3-(dimethylamino)propyl]-N′-ethylcarbodiimide), C(C)(C)N(CC)C(C)C (N,N-diisopropyl-N-ethylamine), CN(C)C=O (DMF). Solvent: C(C)(=O)OCC (ethyl acetate). Reaction conditions: time 16 hour. The product is OC[C@@H]1CC[C@H](N(C1)C(=O)C1=C(C=CC=C1)N1N=CC=N1)C ([(2R,5R)-5-(hydroxymethyl)-2-methylpiperidin-1-yl][2-(2H-1,2,3-triazol-2-yl)phenyl]methanone). As a reaction SMILES: [N:1]1[N:2]([C:6]2[CH:14]=[CH:13][CH:12]=[CH:11][C:7]=2[C:8]([OH:10])=O)[N:3]=[CH:4][CH:5]=1.[N:15]1(O)[C:19]2[CH:20]=[CH:21][CH:22]=[CH:23][C:18]=2N=N1.CN(C)CCCN=C=NCC.C(N(C(C)C)CC)(C)C.CN([CH:48]=[O:49])C>C(OCC)(=O)C>[OH:49][CH2:48][C@H:20]1[CH2:19][N:15]([C:8]([C:7]2[CH:11]=[CH:12][CH:13]=[CH:14][C:6]=2[N:2]2[N:1]=[CH:5][CH:4]=[N:3]2)=[O:10])[C@H:23]([CH3:18])[CH2:22][CH2:21]1. Procedure details: To a solution of (7,7-dimethyl-2-oxobicyclo[2.2.1]hept-1-yl)methanesulfonic acid-[(3,6R)-6-methylpiperidin-3-yl]methanol (1.2 g, 3.3 mmol), 2-(2H-1,2,3-triazol-2-yl)benzoic acid (0.76 g, 4.0 mmol), 1H-benzotriazol-1-ol (0.71 g, 4.7 mmol) and N-[3-(dimethylamino)propyl]-N′-ethylcarbodiimide (0.89 g, 4.7 mmol) in DMF (22 mL) was added N,N-diisopropyl-N-ethylamine (2.3 ml, 13 mmol). The mixture was stirred at ambient temperatures for 16 hours, then diluted with ethyl acetate and washed with brine (... The reactants are COC(=O)C=1C=CC2=C(COC3=CC(=CC=C23)Br)C1 (3-Bromo-6H-benzo[c]chromene-8-carboxylic acid methyl ester), [OH-].[Na+] (sodium hydroxide), Cl (HCl). Solvent: C1CCOC1.CO (THF MeOH). Run at temperature 25 celsius. Yields the product BrC1=CC=C2C3=C(COC2=C1)C=C(C=C3)C(=O)O (3-Bromo-6H-benzo[c]chromene-8-carboxylic acid). RXN SMILES: C[O:2][C:3]([C:5]1[CH:6]=[CH:7][C:8]2[C:17]3[C:12](=[CH:13][C:14]([Br:18])=[CH:15][CH:16]=3)[O:11][CH2:10][C:9]=2[CH:19]=1)=[O:4].[OH-].[Na+].Cl>C1COCC1.CO>[Br:18][C:14]1[CH:13]=[C:12]2[C:17]([C:8]3[CH:7]=[CH:6][C:5]([C:3]([OH:4])=[O:2])=[CH:19][C:9]=3[CH2:10][O:11]2)=[CH:16][CH:15]=1 |f:1.2,4.5|. Reported procedure: The solution of 3-Bromo-6H-benzo[c]chromene-8-carboxylic acid methyl ester (160 mg, 0.5 mmol) and sodium hydroxide (1.0 N, 1 ml, 1 mmol) in THF/MeOH (2 ml/2 ml) was heated at 50° C. for 3 hours. The mixture was cooled to 25° C. and was acidified with 2 N HCl (0.6 ml). The solvents were removed under reduced pressure. The mixture was diluted with acetonitrile and water, and was freezer-dried to give 3-Bromo-6H-benzo[c]chromene-8-carboxylic acid as brown powder. Starting materials: C(C)(C)(C)OC(=O)N[C@H](C(=O)OC(C)(C)C)CCNC=1SC(=CN1)C=O ((S)-tert-Butyl 2-(tert-butoxycarbonylamino)-4-(5-formylthiazol-2-ylamino)butanoate), C(=O)(C(F)(F)F)O (TFA), FC(C(=O)O)(F)F (trifluoroacetic acid). The solvent is C(Cl)Cl (CH2Cl2). Reaction conditions: time 16 hour. Product: N[C@H](C(=O)O)CCNC=1SC(=CN1)C=O ((S)-2-Amino-4-(5-formylthiazol-2-ylamino)butanoic acid). Isolated yield 299.1%. RXN SMILES: C(OC([NH:8][C@@H:9]([CH2:17][CH2:18][NH:19][C:20]1[S:21][C:22]([CH:25]=[O:26])=[CH:23][N:24]=1)[C:10]([O:12]C(C)(C)C)=[O:11])=O)(C)(C)C.FC(F)(F)C(O)=O>C(Cl)Cl>[NH2:8][C@@H:9]([CH2:17][CH2:18][NH:19][C:20]1[S:21][C:22]([CH:25]=[O:26])=[CH:23][N:24]=1)[C:10]([OH:12])=[O:11]. Procedure details: Following the procedure as described in Example 11, except using material from Example 49 (3.8 g, 9.86 mmol), CH2Cl2 (41 mL), trifluoroacetic acid (8.21 mL, 107 mmol) and stirring at room temp for 16 h, 6.76 g (quantitative yield) of the title compound is isolated as a thick syrup as a TFA salt that is used directly “as is” in the next reaction. LC/MS (Condition A): ret. T=0.62 min, (M+H)+ 230.15. Procedure: 36.9 g of sodium glyoxylate, 61.3 g of ammonium formate, 60 g of phenol and 130 g of water are treated in the same manner as described in Example 1. 18.5 g of DL-p-hydroxyphenylglycine are thereby obtained as crystals. Yield: 34.2% M.p. 225°-228° C. (decomp.). Product: C1=CC(=CC=C1C(C(=O)O)N)O (DL-p-hydroxyphenylglycine). The yield is 28.8%. Run in O (water). Starting materials: C(C=O)(=O)[O-].[Na+] (sodium glyoxylate), C(=O)[O-].[NH4+] (ammonium formate), C1(=CC=CC=C1)O (phenol). RXN SMILES: [C:1]([O-:5])(=[O:4])[CH:2]=O.[Na+].C([O-])=O.[NH4+:10].[C:11]1([OH:17])[CH:16]=[CH:15][CH:14]=[CH:13][CH:12]=1>O>[CH:13]1[C:14]([CH:2]([NH2:10])[C:1]([OH:5])=[O:4])=[CH:15][CH:16]=[C:11]([OH:17])[CH:12]=1 |f:0.1,2.3|.